From a dataset of the Open Reaction Database (ORD), a public repository of structured organic reaction records. describe an organic reaction: reactants, conditions, products, and yield Reactants: C1(=CC=CC=C1)C1=NC2=CC=CC=C2C(=N1)C(=O)OCC (ethyl 2-phenylquinazoline-4-carboxylate), C(CCC)[Li] (butyllithium), N1CCC(CC1)O (piperidin-4-ol), solution. The solvent is CCCCCC (hexane), O1CCCC1 (tetrahydrofuran). Yields the product C1(=CC=CC=C1)C1=NC2=CC=CC=C2C(=N1)C(=O)N1CCC(CC1)O (1-[(2-phenylquinazolin-4-yl)-carbonyl]-piperidin-4-ol). RXN SMILES: [C:1]1([C:7]2[N:16]=[C:15]([C:17]([O:19]CC)=O)[C:14]3[C:9](=[CH:10][CH:11]=[CH:12][CH:13]=3)[N:8]=2)[CH:6]=[CH:5][CH:4]=[CH:3][CH:2]=1.[NH:22]1[CH2:27][CH2:26][CH:25]([OH:28])[CH2:24][CH2:23]1.C([Li])CCC>CCCCCC.O1CCCC1>[C:1]1([C:7]2[N:16]=[C:15]([C:17]([N:22]3[CH2:27][CH2:26][CH:25]([OH:28])[CH2:24][CH2:23]3)=[O:19])[C:14]3[C:9](=[CH:10][CH:11]=[CH:12][CH:13]=3)[N:8]=2)[CH:2]=[CH:3][CH:4]=[CH:5][CH:6]=1. Reported procedure: The procedure of Example 24 is followed using ethyl 2-phenylquinazoline-4-carboxylate (2 g), piperidin-4-ol (1.4 g), a 1.6M solution of butyllithium in hexane (18 ml) and tetrahydrofuran (30 ml) as the starting materials. After recrystallisation from a mixture of methanol and methylene chloride, 1-[(2-phenylquinazolin-4-yl)-carbonyl]-piperidin-4-ol (2.1 g), melting at 209° C., is obtained. The reactants are ice water, CC=1C2=C(C(=C(C2=CC=CC1)Br)C1=CC=C(C=C1)S(=O)(=O)C)C1=CC=CC=C1 (methyl 1-bromo-2-(4-methylsulfonylphenyl)-3-phenylazulene), CB(O)O (methylboronic acid), C(=O)([O-])[O-].[Na+].[Na+] (Na2CO3), C1(=CC=CC=C1)C (toluene). The reagents and catalysts are C=1C=CC(=CC1)[P](C=2C=CC=CC2)(C=3C=CC=CC3)[Pd]([P](C=4C=CC=CC4)(C=5C=CC=CC5)C=6C=CC=CC6)([P](C=7C=CC=CC7)(C=8C=CC=CC8)C=9C=CC=CC9)[P](C=1C=CC=CC1)(C=1C=CC=CC1)C=1C=CC=CC1 (tetrakis(triphenylphosphine)palladium). Yields the product CC1=C(C(=C2C=CC=CC=C12)C1=CC=CC=C1)C1=CC=C(C=C1)S(=O)(=O)C (1- Methyl-2-(4-methylsulfonylphenyl)-3-phenylazulene). RXN SMILES: C[C:2]1[C:3]2[C:7](=[CH:8][CH:9]=[CH:10][CH:11]=1)C(Br)=[C:5]([C:13]1[CH:18]=[CH:17][C:16]([S:19]([CH3:22])(=[O:21])=[O:20])=[CH:15][CH:14]=1)[C:4]=2[C:23]1C=CC=CC=1.CB(O)O.C([O-])([O-])=O.[Na+].[Na+].[C:39]1([CH3:45])[CH:44]=[CH:43][CH:42]=[CH:41][CH:40]=1>C1C=CC([P]([Pd]([P](C2C=CC=CC=2)(C2C=CC=CC=2)C2C=CC=CC=2)([P](C2C=CC=CC=2)(C2C=CC=CC=2)C2C=CC=CC=2)[P](C2C=CC=CC=2)(C2C=CC=CC=2)C2C=CC=CC=2)(C2C=CC=CC=2)C2C=CC=CC=2)=CC=1>[CH3:23][C:4]1[C:3]2[C:2]([CH:11]=[CH:10][CH:9]=[CH:8][CH:7]=2)=[C:45]([C:39]2[CH:44]=[CH:43][CH:42]=[CH:41][CH:40]=2)[C:5]=1[C:13]1[CH:14]=[CH:15][C:16]([S:19]([CH3:22])(=[O:21])=[O:20])=[CH:17][CH:18]=1 |f:2.3.4,^1:49,51,70,89|. Procedure details: To a solution of methyl 1-bromo-2-(4-methylsulfonylphenyl)-3-phenylazulene (0.20 g) in toluene (10.0 ml) was added methylboronic acid (0.13 g), tetrakis(triphenylphosphine)palladium (0) (0.05 g) and 2M aqueous Na2CO3 (0.9 ml), and the reaction mixture was heated under reflux for 2 hr. The reaction mixture was poured into ice-water, followed by extracted with EtOAc. The combined EtOAc extracts were washed with water and brine, dried over Na2SO4, and concentrated. The crude product was purified by... Starting materials: ClCC#N (Chloroactonitrile), C([O-])([O-])=O.[K+].[K+] (potassium carbonate), ClC1=CC(N(C(N1)=O)CCC)=O (6-chloro-3-propylpyrimidine-2,4(1H,3H)-dione). The solvent is CN(C)C=O (DMF), C(Cl)(Cl)Cl (chloroform). Reaction conditions: time 24 hour. Yields the product ClC1=CC(N(C(N1CC#N)=O)CCC)=O (6-Chloro-1-cyanomethyl-3-propylpyrimidine-2,4(1H,3H)-dione). As a reaction SMILES: Cl[CH2:2][C:3]#[N:4].C(=O)([O-])[O-].[K+].[K+].[Cl:11][C:12]1[NH:17][C:16](=[O:18])[N:15]([CH2:19][CH2:20][CH3:21])[C:14](=[O:22])[CH:13]=1>CN(C=O)C.C(Cl)(Cl)Cl>[Cl:11][C:12]1[N:17]([CH2:2][C:3]#[N:4])[C:16](=[O:18])[N:15]([CH2:19][CH2:20][CH3:21])[C:14](=[O:22])[CH:13]=1 |f:1.2.3|. Procedure details: Chloroactonitrile (16.5 g) and potassium carbonate (29.3 g) were added to a solution of 6-chloro-3-propylpyrimidine-2,4(1H,3H)-dione (20 g) in DMF (200 ml), and the mixture was stirred at room temperature for 24 hours. The reaction solution was concentrated and evaporated to dryness to obtain a residue. A resulting residue was dissolved in chloroform and H2O, and the organic layer was washed with water and dried. The solvent was evaporated to dryness to give a syrup, which was purified by column... RXN SMILES: Cl.Cl.[NH2:3][CH:4]([C:10]1[CH:15]=[CH:14][C:13]([O:16][CH2:17][CH:18]2[CH2:23][CH2:22][N:21]([C:24]3[CH:29]=[CH:28][N:27]=[CH:26][CH:25]=3)[CH2:20][CH2:19]2)=[CH:12][CH:11]=1)[CH2:5][C:6]([O:8][CH3:9])=[O:7].[C:30]1([CH3:40])[CH:35]=[CH:34][C:33]([S:36](Cl)(=[O:38])=[O:37])=[CH:32][CH:31]=1>>[CH3:40][C:30]1[CH:35]=[CH:34][C:33]([S:36]([NH:3][CH:4]([C:10]2[CH:11]=[CH:12][C:13]([O:16][CH2:17][CH:18]3[CH2:19][CH2:20][N:21]([C:24]4[CH:25]=[CH:26][N:27]=[CH:28][CH:29]=4)[CH2:22][CH2:23]3)=[CH:14][CH:15]=2)[CH2:5][C:6]([O:8][CH3:9])=[O:7])(=[O:38])=[O:37])=[CH:32][CH:31]=1 |f:0.1.2|. Reactants: Cl.Cl.NC(CC(=O)OC)C1=CC=C(C=C1)OCC1CCN(CC1)C1=CC=NC=C1 (methyl 3-amino-3-[4-[1-(4-pyridyl)piperidin-4-yl]methoxyphenyl]propionate dihydrochloride), C1(=CC=C(C=C1)S(=O)(=O)Cl)C (p-toluenesulphonyl chloride), FAB,MeOH. Procedure: Using a procedure similar to that described in Example 19, but starting from the product of Example 61, step (iii) and p-toluenesulphonyl chloride, the title compound was prepared; NMR(CDCl3): 1.34-1.55(m,2H), 1.95(d,2H), 2.0-2.2(m,1H), 2.38(s,3H), 2.62-3.05(m,4H), 3.55(s,3H), 3.78(d,2H), 3.96(d,2H), 4.65(m,1H), 5.65(brs,1H), 6.7(d,2H), 6.72(d,2H), 7.05(d,2H), 7.2(d,2H), 7.65(d,2H), 8.25(d,2H); mass spectrum(+ve FAB,MeOH/NBA): 524(M+H)+. Product: CC1=CC=C(C=C1)S(=O)(=O)NC(CC(=O)OC)C1=CC=C(C=C1)OCC1CCN(CC1)C1=CC=NC=C1 (Methyl 3-(4-methylphenylsulphonylamino)-3-[4-[1-(4-pyridyl)-piperidin-4-yl]methoxyphenyl]propionate). Reactants: C1CCOC1, O=C1CCc2ccc(C=CCCCN3CCN(c4cccc(C5CC5)n4)CC3)nc2N1. Yields the product O=C1CCc2ccc(CCCCCN3CCN(c4cccc(C5CC5)n4)CC3)nc2N1. RXN SMILES: [CH2:32]1[O:33][CH2:34][CH2:35][CH2:36]1.[CH:1]1([c:4]2[cH:5][cH:6][cH:7][c:8]([N:10]3[CH2:11][CH2:12][N:13]([CH2:16][CH2:17][CH2:18][CH:19]=[CH:20][c:21]4[cH:22][cH:23][c:24]5[c:29]([n:30]4)[NH:28][C:27](=[O:31])[CH2:26][CH2:25]5)[CH2:14][CH2:15]3)[n:9]2)[CH2:2][CH2:3]1>>[CH:1]1([c:4]2[cH:5][cH:6][cH:7][c:8]([N:10]3[CH2:11][CH2:12][N:13]([CH2:16][CH2:17][CH2:18][CH2:19][CH2:20][c:21]4[cH:22][cH:23][c:24]5[c:29]([n:30]4)[NH:28][C:27](=[O:31])[CH2:26][CH2:25]5)[CH2:14][CH2:15]3)[n:9]2)[CH2:2][CH2:3]1. Starting materials: CC(CCC(=O)Cl)C (4-methylvaleroyl chloride), FC(C(=O)O)(F)F.CS(=O)(=O)C1=CC=C(OC2=C3C(=NC=N2)N(N=C3)C3CCNCC3)C=C1 (4-(4-methanesulfonyl-phenoxy)-1-piperidin-4-yl-1H-pyrazolo[3,4-d]pyrimidine trifluoroacetate salt), FC(C(=O)O)(F)F.CS(=O)(=O)C1=CC=C(OC2=C3C(=NC=N2)N(N=C3)C3CCNCC3)C=C1 (4-(4-methanesulfonyl-phenoxy)-1-piperidin-4-yl-1H-pyrazolo[3,4-d]pyrimidine trifluoroacetate salt), C(C)(C)N(C(C)C)CC (N,N-diisopropylethylamine). The solvent is ClCCl (dichloromethane). Run at time 1 hour. Product: CS(=O)(=O)C1=CC=C(OC2=C3C(=NC=N2)N(N=C3)C3CCN(CC3)C(CCC(C)C)=O)C=C1 (1-{4-[4-(4-Methanesulfonyl-phenoxy)-pyrazolo[3,4-d]pyrimidin-1-yl]-piperidin-1-yl}-4-methyl-pentan-1-one). Isolated yield 55.2%. RXN SMILES: FC(F)(F)C(O)=O.[CH3:8][S:9]([C:12]1[CH:33]=[CH:32][C:15]([O:16][C:17]2[N:22]=[CH:21][N:20]=[C:19]3[N:23]([CH:26]4[CH2:31][CH2:30][NH:29][CH2:28][CH2:27]4)[N:24]=[CH:25][C:18]=23)=[CH:14][CH:13]=1)(=[O:11])=[O:10].C(N(CC)C(C)C)(C)C.[CH3:43][CH:44]([CH3:50])[CH2:45][CH2:46][C:47](Cl)=[O:48]>ClCCl>[CH3:8][S:9]([C:12]1[CH:13]=[CH:14][C:15]([O:16][C:17]2[N:22]=[CH:21][N:20]=[C:19]3[N:23]([CH:26]4[CH2:27][CH2:28][N:29]([C:47](=[O:48])[CH2:46][CH2:45][CH:44]([CH3:50])[CH3:43])[CH2:30][CH2:31]4)[N:24]=[CH:25][C:18]=23)=[CH:32][CH:33]=1)(=[O:11])=[O:10] |f:0.1|. Procedure details: To a stirred mixture of 4-(4-methanesulfonyl-phenoxy)-1-piperidin-4-yl-1H-pyrazolo[3,4-d]pyrimidine trifluoroacetate salt (Intermediate 27; 60 mg, 0.123 mmol) and N,N-diisopropylethylamine (0.11 mL, 0.615 mmol) in dichloromethane (1.0 mL) at room temperature was added 4-methylvaleroyl chloride (Pfaltz & Bauer, Inc., Waterbury, Conn., USA; 20 mg; 0.15 mmol). After 1 h, the mixture was washed with 1 N HCl followed by water. The organic layer was dried (sodium sulfate), filtered and concentrated in... The reactants are CCOC(C)=O, CCCCI, [K+], [K+], O=C([O-])[O-], CCOP(=O)(OCC)C1=NC(=O)NC1=O, CN(C)C=O. The product is CCCCN1C(=O)N=C(P(=O)(OCC)OCC)C1=O. Reaction SMILES: [CH3:32][CH2:33][O:34][C:35](=[O:36])[CH3:37].[I:22][CH2:23][CH2:24][CH2:25][CH3:26].[K+:16].[K+:17].[O-:18][C:19]([O-:20])=[O:21].[O:1]=[C:2]1[NH:3][C:4](=[O:15])[C:5]([P:7]([O:8][CH2:9][CH3:10])([O:11][CH2:12][CH3:13])=[O:14])=[N:6]1.[O:27]=[CH:28][N:29]([CH3:30])[CH3:31]>>[O:1]=[C:2]1[N:3]([CH2:23][CH2:24][CH2:25][CH3:26])[C:4](=[O:15])[C:5]([P:7]([O:8][CH2:9][CH3:10])([O:11][CH2:12][CH3:13])=[O:14])=[N:6]1. Reactants: ClC1=NC=CC(=N1)C1=C(N=C(S1)C(C)C)C=1C=C(C=CC1)NS(=O)(=O)C1=C(C=CC=C1F)F (N-{3-[5-(2-Chloro-4-pyrimidinyl)-2-(1-methylethyl)-1,3-thiazol-4-yl]phenyl}-2,6-difluorobenzenesulfonamide), NC=1C(=C(C=CC1)C=1N=C(SC1C1=NC(=NC=C1)N)C(C)(C)C)F (4-[4-(3-amino-2-fluorophenyl)-2-(1,1-dimethylethyl)-1,3-thiazol-5-yl]-2-pyrimidinamine), CC1=C(C=C(C=C1)F)S(=O)(=O)Cl (2-methyl 5-fluorobenzenesulfonyl chloride). The product is NC1=NC=CC(=N1)C1=C(N=C(S1)C(C)(C)C)C=1C(=C(C=CC1)NS(=O)(=O)C1=C(C=CC(=C1)F)C)F (N-{3-[5-(2-Amino-4-pyrimidinyl)-2-(1,1-dimethylethyl)-1,3-thiazol-4-yl]-2-fluorophenyl}-5-fluoro-2-methylbenzenesulfonamide). The yield is 46.0%. RXN SMILES: ClC1N=C(C2SC(C(C)C)=NC=2C2C=C(NS(C3C(F)=CC=CC=3F)(=O)=O)C=CC=2)C=CN=1.[NH2:34][C:35]1[C:36]([F:57])=[C:37]([C:41]2[N:42]=[C:43]([C:53]([CH3:56])([CH3:55])[CH3:54])[S:44][C:45]=2[C:46]2[CH:51]=[CH:50][N:49]=[C:48]([NH2:52])[N:47]=2)[CH:38]=[CH:39][CH:40]=1.[CH3:58][C:59]1[CH:64]=[CH:63][C:62]([F:65])=[CH:61][C:60]=1[S:66](Cl)(=[O:68])=[O:67]>>[NH2:52][C:48]1[N:47]=[C:46]([C:45]2[S:44][C:43]([C:53]([CH3:54])([CH3:56])[CH3:55])=[N:42][C:41]=2[C:37]2[C:36]([F:57])=[C:35]([NH:34][S:66]([C:60]3[CH:61]=[C:62]([F:65])[CH:63]=[CH:64][C:59]=3[CH3:58])(=[O:67])=[O:68])[CH:40]=[CH:39][CH:38]=2)[CH:51]=[CH:50][N:49]=1. Procedure details: Following a procedure analogous to the procedure described in Intermediate 14 using 4-[4-(3-amino-2-fluorophenyl)-2-(1,1-dimethylethyl)-1,3-thiazol-5-yl]-2-pyrimidinamine (0.082 g, 0.239 mmol) and 2-methyl 5-fluorobenzenesulfonyl chloride (0.055 g, 0.263 mmol) the title compound was obtained (57 mg, 0.11 mmol, 46% yield). 1H NMR (400 MHz, DMSO-d6) δ ppm 10.48 (s, 1H), 7.91 (d, J=5.3 Hz, 1H), 7.44 (dd, J=8.8, 2.6 Hz, 1H), 7.29-7.42 (m, 3H) 7.16-7.29 (m, 2H), 6.71 (s, 2H), 5.73 (d, J=5.1 Hz, 1H), ...